Dataset: the Open Reaction Database (ORD), a public repository of structured organic reaction records. Task: describe an organic reaction: reactants, conditions, products, and yield The reactants are FC1=C(CN=[N+]=[N-])C(=CC=C1)F (2,6-difluorobenzylazide), O (water). Reaction conditions: temperature 82 celsius, time 24 hour. Product: FC1=C(CN2N=NC(=C2)C(=O)N)C(=CC=C1)F (1-(2,6-Difluorobenzyl)-1H-1,2,3-triazol-4-carboxamide). RXN SMILES: [F:1][C:2]1[CH:11]=[CH:10][CH:9]=[C:8]([F:12])[C:3]=1[CH2:4][N:5]=[N+:6]=[N-:7].[OH2:13]>>[F:1][C:2]1[CH:11]=[CH:10][CH:9]=[C:8]([F:12])[C:3]=1[CH2:4][N:5]1[CH:2]=[C:3]([C:4]([NH2:5])=[O:13])[N:7]=[N:6]1. Reported procedure: A mixture of 2,6-difluorobenzylazide (9,22 g), 2-chloroacryonitrile (6,68 g) and water is stirred at about 82° C. for about 24 hours. 2-Chloroacrylnitrile is distilled off by raising the external temperature to about 113° C. excess. The mixture is cooled to about 40° C. and toluene (10 ml) is added. Within about 40 minutes at about 80° C. sodium hydroxide (5,5 ml—30%) is added the amide being crystallized. By raising the external temperature to 112° C., toluene is distilled off. The suspension i... The reactants are C=CC(C)(C)C(O)c1c(C)noc1-c1ccc(-c2ccc(C3(C(=O)OCC)CC3)cc2)cc1, Ic1ccccc1. The product is CCOC(=O)C1(c2ccc(-c3ccc(-c4onc(C)c4C(O)C(C)(C)C=Cc4ccccc4)cc3)cc2)CC1. Reaction SMILES: [CH2:1]([CH3:2])[O:3][C:4](=[O:5])[C:6]1([c:9]2[cH:10][cH:11][c:12](-[c:15]3[cH:16][cH:17][c:18](-[c:21]4[c:22]([CH:27]([C:28]([CH:29]=[CH2:30])([CH3:31])[CH3:32])[OH:33])[c:23]([CH3:26])[n:24][o:25]4)[cH:19][cH:20]3)[cH:13][cH:14]2)[CH2:7][CH2:8]1.[I:34][c:35]1[cH:36][cH:37][cH:38][cH:39][cH:40]1>>[CH2:1]([CH3:2])[O:3][C:4](=[O:5])[C:6]1([c:9]2[cH:10][cH:11][c:12](-[c:15]3[cH:16][cH:17][c:18](-[c:21]4[c:22]([CH:27]([C:28]([CH:29]=[CH:30][c:35]5[cH:36][cH:37][cH:38][cH:39][cH:40]5)([CH3:31])[CH3:32])[OH:33])[c:23]([CH3:26])[n:24][o:25]4)[cH:19][cH:20]3)[cH:13][cH:14]2)[CH2:7][CH2:8]1. The reactants are C1(=CC=CC=C1)C1CC(CC(C1)=O)=O (5-phenylcyclohexane-1,3-dione), C(C)(=O)[O-].[NH4+] (ammonium acetate), C(C#C)(=O)OCC (ethyl propiolate). Run in C(C)O (ethanol). Run at time 1 hour. Product: C1(=CC=CC=C1)C1CC(C=2C=CC(NC2C1)=O)=O (7-phenyl-1,2,5,6,7,8-hexahydroquinoline-2,5-dione). The yield is 14.9%. Reaction SMILES: [C:1]1([CH:7]2[CH2:12][C:11](=[O:13])[CH2:10][C:9](=O)[CH2:8]2)[CH:6]=[CH:5][CH:4]=[CH:3][CH:2]=1.C([O-])(=O)C.[NH4+:19].[C:20]([O:24]CC)(=O)[C:21]#[CH:22]>C(O)C>[C:1]1([CH:7]2[CH2:8][C:9]3[NH:19][C:20](=[O:24])[CH:21]=[CH:22][C:10]=3[C:11](=[O:13])[CH2:12]2)[CH:2]=[CH:3][CH:4]=[CH:5][CH:6]=1 |f:1.2|. Procedure details: A mixture of 5-phenylcyclohexane-1,3-dione (1.0 g) and ammonium acetate (0.45 g) in ethanol (30 ml) was stirred at room temperature for 1 hour, refluxed for 6 hours and cooled. To the reaction solution was added ethyl propiolate (0.55 g), and the mixture was stirred at room temperature for 1 hour and refluxed 14.5 hours. Under reduced pressure, the solvent was evaporated, and the residue was dissolved in ethyl acetate. The solution was washed with sodium hydrogen carbonate solution, water and sa... Starting materials: CN(C)C=1C=CC(=CC1)N=NC=2C=CC(=CC2)S(=O)(=O)O (Methyl Orange), [OH-].[K+] (potassium hydroxide), C(C1=CC=CC=C1)N1C(N(C(C1CSCC(C1=CC=CC=C1)=O)O)CC1=CC=CC=C1)=O (1,3-dibenzyl-2-oxo-5-(4-oxo-4-phenyl-2-thiabutyl)imidazolidin-4-ol), S(O)(O)(=O)=O (sulfuric acid). The solvent is C(C)O (ethanol), CCOC(=O)C.CCCCCC (EtOAc hexane), C(C)O (ethanol), C(C)O (ethanol). Conditions: time 2 hour. The product is C(C1=CC=CC=C1)N1C(N(C(C1CSCC(C1=CC=CC=C1)=O)OCC)CC1=CC=CC=C1)=O (1,3-dibenzyl-2-oxo-5-(4-oxo-4-phenyl-2-thiabutyl)-4-ethoxyimidazolidine). Isolated yield 85.0%. As a reaction SMILES: [CH2:1]([N:8]1[CH:12]([CH2:13][S:14][CH2:15][C:16](=[O:23])[C:17]2[CH:22]=[CH:21][CH:20]=[CH:19][CH:18]=2)[CH:11]([OH:24])[N:10]([CH2:25][C:26]2[CH:31]=[CH:30][CH:29]=[CH:28][CH:27]=2)[C:9]1=[O:32])[C:2]1[CH:7]=[CH:6][CH:5]=[CH:4][CH:3]=1.CN([C:36]1C=CC(N=NC2C=CC(S(O)(=O)=O)=CC=2)=C[CH:41]=1)C.S(=O)(=O)(O)O.[OH-].[K+]>C(O)C.CCOC(C)=O.CCCCCC>[CH2:1]([N:8]1[CH:12]([CH2:13][S:14][CH2:15][C:16](=[O:23])[C:17]2[CH:18]=[CH:19][CH:20]=[CH:21][CH:22]=2)[CH:11]([O:24][CH2:36][CH3:41])[N:10]([CH2:25][C:26]2[CH:27]=[CH:28][CH:29]=[CH:30][CH:31]=2)[C:9]1=[O:32])[C:2]1[CH:7]=[CH:6][CH:5]=[CH:4][CH:3]=1 |f:3.4,6.7|. Procedure: A mixture of 2.12 g (4 RS, 5 R)-1,3-dibenzyl-2-oxo-5-(4-oxo-4-phenyl-2-thiabutyl)imidazolidin-4-ol (prepared according to Example 3) and 100 ml of ethanol is brought to pH 3.1 (against Methyl Orange) at 0°-5° C. using 2 normal sulfuric acid in ethanol. After stirring at 0°-5° C. for two hours, the mixture is brought to pH 5 to 6 using 2% potassium hydroxide in ethanol. After customary working-up and flash chromatography, 2.043 g (91% of theory) of (4 RS, 5 R)-1,3-dibenzyl-2-oxo-5-(4-oxo-4-phenyl... Reactants: COC1=C(CCl)C=CC=C1 (2-methoxybenzyl chloride), CCCCCC (hexane), CC(=O)C (acetone), [I-].[Na+] (sodium iodide). Solvent: CCOCC (ether), C(C)(=O)OCC (ethyl acetate). Reaction conditions: time 8 hour. Yields the product COC1=C(CI)C=CC=C1 (2-Methoxybenzyl iodide). As a reaction SMILES: [CH3:1][O:2][C:3]1[CH:10]=[CH:9][CH:8]=[CH:7][C:4]=1[CH2:5]Cl.CC(C)=O.[I-:15].[Na+].CCCCCC>CCOCC.C(OCC)(=O)C>[CH3:1][O:2][C:3]1[CH:10]=[CH:9][CH:8]=[CH:7][C:4]=1[CH2:5][I:15] |f:2.3|. Procedure: 2 g of 2-methoxybenzyl chloride in 22 ml of abs. acetone are treated with 9.3 g of sodium iodide and the reaction mixture is stirred at RT overnight. It is then diluted with 250 ml of ether and the whole is washed with 10% sodium thiosulfate solution and saline. After drying over sodium sulfate, and removing the solvent, the title compound, which is subjected, without purification, to further processing, is obtained. TLC Rf (hexane:ethyl acetate=4:1)=0.46. 1H-NMR (200 MHz, CDCl3): 7.36-7.2 (m, 2... Reactants: [N+](=O)([O-])C=1C=CC(=NC1)O (5-nitropyridin-2-ol), BrBr (Br2). Run in O (water). Reaction conditions: temperature 40 celsius, time 2.5 hour. Yields the product BrC=1C(=NC=C(C1)[N+](=O)[O-])O (3-Bromo-5-nitropyridin-2-ol). RXN SMILES: [N+:1]([C:4]1[CH:5]=[CH:6][C:7]([OH:10])=[N:8][CH:9]=1)([O-:3])=[O:2].[Br:11]Br>O>[Br:11][C:6]1[C:7]([OH:10])=[N:8][CH:9]=[C:4]([N+:1]([O-:3])=[O:2])[CH:5]=1. Procedure: To a solution of 5-nitropyridin-2-ol (0.06 mol, 8.6 g) in 400 ml of water at 40°, 3.7 ml of Br2 was added. The mixture was stirred at 40° C. for 2.5 h and then it was stirred at room temperature overnight. The solid formed was filtered off, washed with water and dried under vacuum overnight affording 12.5 g (93% of yield) of the expected product. Starting materials: CO, O=C[O-], [NH4+], [OH-], [OH-], [Pd+2], O=C1C=CC2C(S(=O)(=O)c3ccccc3)CC1(c1ccccc1)N2Cc1ccccc1. Product: O=C1CCC2C(S(=O)(=O)c3ccccc3)CC1(c1ccccc1)N2Cc1ccccc1. RXN SMILES: [CH3:39][OH:40].[CH:32]([O-:33])=[O:34].[NH4+:35].[OH-:36].[OH-:38].[Pd+2:37].[c:1]1([S:7](=[O:8])(=[O:9])[CH:10]2[CH:11]3[CH:12]=[CH:13][C:14](=[O:31])[C:15]([c:25]4[cH:26][cH:27][cH:28][cH:29][cH:30]4)([CH2:16]2)[N:17]3[CH2:18][c:19]2[cH:20][cH:21][cH:22][cH:23][cH:24]2)[cH:2][cH:3][cH:4][cH:5][cH:6]1>>[c:1]1([S:7](=[O:8])(=[O:9])[CH:10]2[CH:11]3[CH2:12][CH2:13][C:14](=[O:31])[C:15]([c:25]4[cH:26][cH:27][cH:28][cH:29][cH:30]4)([CH2:16]2)[N:17]3[CH2:18][c:19]2[cH:20][cH:21][cH:22][cH:23][cH:24]2)[cH:2][cH:3][cH:4][cH:5][cH:6]1.